From a dataset of the Open Reaction Database (ORD), a public repository of structured organic reaction records. describe an organic reaction: reactants, conditions, products, and yield Starting materials: C1(CC1)NC(=O)[C@H]1NCCC1 ((S)-pyrrolidine-2-carboxylic acid cyclopropylamide), Cl (HCl). The solvent is C1CCOC1 (THF), C1CCOC1 (THF). Run at time 10 minute. The product is C1(CC1)NC[C@H]1NCCC1 (cyclopropyl-(S)-1-pyrrolidine-2-ylmethyl-amine). As a reaction SMILES: [CH:1]1([NH:4][C:5]([C@@H:7]2[CH2:11][CH2:10][CH2:9][NH:8]2)=O)[CH2:3][CH2:2]1.Cl>C1COCC1>[CH:1]1([NH:4][CH2:5][C@@H:7]2[CH2:11][CH2:10][CH2:9][NH:8]2)[CH2:3][CH2:2]1. Reported procedure: To a solution of (S)-pyrrolidine-2-carboxylic acid cyclopropylamide (3.4 mmol) in THF (5 mL) at 0° C. was added BH3 (6.3 mL, 1 M in THF) dropwise. It was then warmed to room temperature and heated to reflux for 20 hours. The cooled reaction was acidified with 3M HCl (2.5 mL) and stirred at 75° C. for 10 minutes. The reaction was concentrated and the residue was basified with 2M NaOH. It was then extracted with 10% of methanol in dichloromethane. The organic layer was dried and concentrated to gi... Reactants: COC(CN(CC1=CC=CC2=CC=CC=C12)C([C@H]1NCCCC1)C(=O)OC(C)(C)C)=O (N-(t-Butoxycarbonylpiperidin-2(S)-ylmethyl)-N-(1-naphthylmethyl)glycine methyl ester), [OH-].[Na+] (NaOH). The solvent is CO (MeOH). Conditions: time 5 hour. Product: C(C)(C)(C)OC(=O)C(N(CC(=O)O)CC1=CC=CC2=CC=CC=C12)[C@H]1NCCCC1 (N-(t-Butoxycarbonylpiperidin-2(S)-ylmethyl)-N-(1-naphthylmethyl) glycine). Reaction SMILES: C[O:2][C:3](=[O:31])[CH2:4][N:5]([CH:17]([C:24]([O:26][C:27]([CH3:30])([CH3:29])[CH3:28])=[O:25])[C@@H:18]1[CH2:23][CH2:22][CH2:21][CH2:20][NH:19]1)[CH2:6][C:7]1[C:16]2[C:11](=[CH:12][CH:13]=[CH:14][CH:15]=2)[CH:10]=[CH:9][CH:8]=1.[OH-].[Na+]>CO>[C:27]([O:26][C:24]([CH:17]([C@@H:18]1[CH2:23][CH2:22][CH2:21][CH2:20][NH:19]1)[N:5]([CH2:6][C:7]1[C:16]2[C:11](=[CH:12][CH:13]=[CH:14][CH:15]=2)[CH:10]=[CH:9][CH:8]=1)[CH2:4][C:3]([OH:31])=[O:2])=[O:25])([CH3:30])([CH3:28])[CH3:29] |f:1.2|. Reported procedure: N-(t-Butoxycarbonylpiperidin-2(S)-ylmethyl)-N-(1-naphthylmethyl)glycine methyl ester (3.71 g, 8.7 mmol) was dissolved in MeOH (130 ml) in an ice-H2O bath, and 1N NaOH (43.5 ml, 43.5 mmol) was added. The mixture was stirred at ambient temperature for 5 h and concentrated. The resulting residue was dissolved in H2O (50 ml) and neutralized with 1N HCl (43.5 ml). The aqueous layer was washed with EtOAc (3×75 ml). The organic layers were combined, dried (MgSO4), filtered, and concentrated to give the... Starting materials: N(=[N+]=[N-])CCCCCCC(=O)O (7-Azidoheptanoic Acid), N(=[N+]=[N-])CCCCCCC(=O)O (7-Azidoheptanoic Acid), N#N (N2), C(C1=CC=CC=C1)N (benzylamine), C1=CN(C=N1)C(=O)N2C=CN=C2 (CDI). Run in C1CCOC1 (THF). Conditions: time 0.5 hour. Product: N(=[N+]=[N-])CCCCCCC(=O)NCC1=CC=CC=C1 (7-azido-N-(phenylmethyl)heptanamide). Reaction SMILES: [N:1]([CH2:4][CH2:5][CH2:6][CH2:7][CH2:8][CH2:9][C:10]([OH:12])=O)=[N+:2]=[N-:3].C1N=CN(C(N2C=NC=C2)=O)C=1.N#N.[CH2:27]([NH2:34])[C:28]1[CH:33]=[CH:32][CH:31]=[CH:30][CH:29]=1>C1COCC1>[N:1]([CH2:4][CH2:5][CH2:6][CH2:7][CH2:8][CH2:9][C:10]([NH:34][CH2:27][C:28]1[CH:33]=[CH:32][CH:31]=[CH:30][CH:29]=1)=[O:12])=[N+:2]=[N-:3]. Reported procedure: 7-azido-N-(phenylmethyl)heptanamide (65) was synthesized from 7-zidoheptanoic acid (64) as shown above. To 120 mg crude 7-azidoheptanoic acid (64) (0.7 mmol, 1.0 eq) was added 1 mL anhydrous THF. To the stirring solution was added 120 mg CDI (0.74 mmol, 1.06 eq) at room temperature. N2 was rapidly evolved from the yellowish slurry. The resulting transparent solution stirred at room temperature for 0.5 h. To the solution was then added 82.5 mg benzylamine (0.77 mmol, 1.1 eq). The solution was sti... As a reaction SMILES: [CH2:1]([c:2]1[cH:3][cH:4][cH:5][cH:6][cH:7]1)[NH:8][CH2:9][CH:10]([CH2:11][O:12][c:13]1[cH:14][cH:15][cH:16][c:17]2[c:21]1=[N:20][C:19](=[O:22])[N:18]=2)[OH:23].[CH3:26][OH:27].[H:24][H:25]>>[NH2:8][CH2:9][CH:10]([CH2:11][O:12][c:13]1[cH:14][cH:15][cH:16][c:17]2[c:21]1=[N:20][C:19](=[O:22])[N:18]=2)[OH:23]. The reactants are O=C1N=c2cccc(OCC(O)CNCc3ccccc3)c2=N1, CO, [H][H]. Product: NCC(O)COc1cccc2c1=NC(=O)N=2.